Task: describe an organic reaction: reactants, conditions, products, and yield. Dataset: the Open Reaction Database (ORD), a public repository of structured organic reaction records Reactants: C1COCCN1 (effective_coupling_partner), CC(C)(C)C(=O)Oc1ccc(F)cc1 (substrate). Reagents/catalysts: IPr. Conditions: temperature 80 celsius, time 3 hour. The product is Fc2ccc(N1CCOCC1)cc2. Reaction SMILES: Cl[C:2]1[O:3][C:4]([CH2:17][CH2:18][C:19]([O:21][CH3:22])=[O:20])=[C:5]([C:7]2[CH:12]=[CH:11][C:10]([C:13]([F:16])([F:15])[F:14])=[CH:9][CH:8]=2)[N:6]=1.[CH3:23][C:24]1[NH:25][CH:26]=[CH:27][N:28]=1.C(=O)([O-])[O-].[K+].[K+].CN1CCCC1=O>O>[CH3:23][C:24]1[N:25]([C:2]2[O:3][C:4]([CH2:17][CH2:18][C:19]([O:21][CH3:22])=[O:20])=[C:5]([C:7]3[CH:12]=[CH:11][C:10]([C:13]([F:16])([F:15])[F:14])=[CH:9][CH:8]=3)[N:6]=2)[CH:26]=[CH:27][N:28]=1 |f:2.3.4|. Starting materials: ClC=1OC(=C(N1)C1=CC=C(C=C1)C(F)(F)F)CCC(=O)OC (methyl 2-chloro-4-(4-trifluoromethylphenyl)-5-oxazolepropionate), CC=1NC=CN1 (2-methylimidazole), C([O-])([O-])=O.[K+].[K+] (potassium carbonate), CN1C(CCC1)=O (N-methylpyrrolidone). Reaction conditions: temperature 110 celsius, time 2 hour. The product is CC=1N(C=CN1)C=1OC(=C(N1)C1=CC=C(C=C1)C(F)(F)F)CCC(=O)OC (Methyl 2-(2-methyl-1-imidazolyl)-4-(4-trifluoromethylphenyl)-5-oxazolepropionate). Reported procedure: A mixture of methyl 2-chloro-4-(4-trifluoromethylphenyl)-5-oxazolepropionate (1.33 g), 2-methylimidazole (1.33 g), potassium carbonate (2.00 g) and N-methylpyrrolidone (10 mL) was stirred at 110° C. for 2 h. The reaction mixture was poured into iced water (100 mL), and the precipitated crystals were collected by filtration, washed with water and air-dried to give the title compound as crystals. Recrystallization from ethyl acetate-hexane gave pale-yellow prism crystals (1.07 g, 71%). melting poi... The solvent is O (water).